Dataset: the Open Reaction Database (ORD), a public repository of structured organic reaction records. Task: describe an organic reaction: reactants, conditions, products, and yield Starting materials: C(C)OC(C(C(CCC)OC(C(F)(F)F)=O)(OC1=CC=CC=C1)CC1=CC=C(C=C1)OCC1=CC=CC=C1)=O (2-(4-Benzyloxybenzyl)-2-phenoxy-3-(2,2,2-trifluoroacetoxy)hexanoic acid ethyl ester). Reagents/catalysts: [Pd] (palladium on carbon). Solvent: C(C)(=O)OCC (ethyl acetate). Reaction conditions: time 20 hour. The product is C(C)OC(C(CCCC)(OC1=CC=CC=C1)CC1=CC=C(C=C1)O)=O (2-(4-Hydroxybenzyl)-2-phenoxyhexanoic acid ethyl ester). As a reaction SMILES: [CH2:1]([O:3][C:4](=[O:39])[C:5]([CH2:24][C:25]1[CH:30]=[CH:29][C:28]([O:31]CC2C=CC=CC=2)=[CH:27][CH:26]=1)([O:17][C:18]1[CH:23]=[CH:22][CH:21]=[CH:20][CH:19]=1)[CH:6](OC(=O)C(F)(F)F)[CH2:7][CH2:8][CH3:9])[CH3:2]>C(OCC)(=O)C.[Pd]>[CH2:1]([O:3][C:4](=[O:39])[C:5]([CH2:24][C:25]1[CH:26]=[CH:27][C:28]([OH:31])=[CH:29][CH:30]=1)([O:17][C:18]1[CH:23]=[CH:22][CH:21]=[CH:20][CH:19]=1)[CH2:6][CH2:7][CH2:8][CH3:9])[CH3:2]. Procedure details: 2-(4-Benzyloxybenzyl)-2-phenoxy-3-(2,2,2-trifluoroacetoxy)hexanoic acid ethyl ester (2.1 mmol) was dissolved in ethyl acetate (30 mL) and treated with 5% palladium on carbon (300 mg), and stirred under an atmosphere of hydrogen for 20 h. The suspension was filtered through celite and concentrated in vacuo to an oil.